From a dataset of the Open Reaction Database (ORD), a public repository of structured organic reaction records. describe an organic reaction: reactants, conditions, products, and yield Starting materials: O=C(O)c1cc(Cl)nc(-c2ccccc2)n1, OB(O)c1ccsc1. Reaction SMILES: [Cl:1][c:2]1[cH:3][c:4]([C:14](=[O:15])[OH:16])[n:5][c:6](-[c:8]2[cH:9][cH:10][cH:11][cH:12][cH:13]2)[n:7]1.[s:17]1[cH:18][c:19]([B:22]([OH:23])[OH:24])[cH:20][cH:21]1>>[c:2]1(-[c:19]2[cH:18][s:17][cH:21][cH:20]2)[cH:3][c:4]([C:14](=[O:15])[OH:16])[n:5][c:6](-[c:8]2[cH:9][cH:10][cH:11][cH:12][cH:13]2)[n:7]1. Yields the product O=C(O)c1cc(-c2ccsc2)nc(-c2ccccc2)n1.